From a dataset of the Open Reaction Database (ORD), a public repository of structured organic reaction records. describe an organic reaction: reactants, conditions, products, and yield Starting materials: N(CC(=O)[O-])(CC(=O)[O-])CC(=O)[O-].[Na+].[Na+].[Na+] (trisodiumnitrilotriacetate), S(O)(O)(=O)=O (sulfuric acid). Yields the product N(CC(=O)O)(CC(=O)[O-])CC(=O)[O-].[Na+].[Na+] (disodiumnitrilotriacetate). RXN SMILES: [N:1]([CH2:10][C:11]([O-:13])=[O:12])([CH2:6][C:7]([O-:9])=[O:8])[CH2:2][C:3]([O-:5])=[O:4].[Na+:14].[Na+].[Na+].S(=O)(=O)(O)O>>[N:1]([CH2:2][C:3]([O-:5])=[O:4])([CH2:6][C:7]([O-:9])=[O:8])[CH2:10][C:11]([OH:13])=[O:12].[Na+:14].[Na+:14] |f:0.1.2.3,5.6.7|. Reported procedure: The process of claim 1 wherein the NTA powder is trisodiumnitrilotriacetate powder and the total amount of sulfuric acid added is sufficient to provide disodiumnitrilotriacetate.